describe an organic reaction: reactants, conditions, products, and yield From a dataset of the Open Reaction Database (ORD), a public repository of structured organic reaction records. The reactants are C([O-])(O)=O.[Na+] (sodium bicarbonate), C(C1=CC=CC=C1)N(COC)C[Si](C)(C)C (N-benzyl-N-(methoxymethyl)-trimethylsilylmethylamine), C(=C)C1=C(C#N)C=CC=C1 (2-ethenylbenzonitrile), FC(C(=O)O)(F)F (trifluoroacetic acid). The solvent is ClCCl (dichloromethane), ClCCl (dichloromethane). Conditions: time 12.5 minute. The product is C1(=CC=CC=C1)CN1CC(CC1)C1=C(C#N)C=CC=C1 (2-[1-(Phenylmethyl)-3-pyrrolidinyl]-benzonitrile). The yield is 57.6%. Reaction SMILES: [CH2:1]([N:8]([CH2:12][Si](C)(C)C)[CH2:9]OC)[C:2]1[CH:7]=[CH:6][CH:5]=[CH:4][CH:3]=1.[CH:17]([C:19]1[CH:26]=[CH:25][CH:24]=[CH:23][C:20]=1[C:21]#[N:22])=[CH2:18].FC(F)(F)C(O)=O.C(=O)(O)[O-].[Na+]>ClCCl>[C:2]1([CH2:1][N:8]2[CH2:12][CH2:18][CH:17]([C:19]3[CH:26]=[CH:25][CH:24]=[CH:23][C:20]=3[C:21]#[N:22])[CH2:9]2)[CH:7]=[CH:6][CH:5]=[CH:4][CH:3]=1 |f:3.4|. Procedure details: A solution of N-benzyl-N-(methoxymethyl)-trimethylsilylmethylamine (16.62 g, 70.0 mmol) in dichloromethane (15 mL) are added dropwise, over a 45-minute period, to a solution of 2-ethenylbenzonitrile (6.00 g, 46.0 mmol) and trifluoroacetic acid (0.57 g, 5.0 mmol) in dichloromethane (55 mL). The resulting solution was stirred at room temperature for an additional 10 to 15 minutes, and then heated with saturated aqueous sodium bicarbonate solution (ca 10-15 mL). The organic layer was decanted, wash... Starting materials: CCCCCCCCC=CCCCCCCCCCCCC(=O)Cl, O=C(OCC=CCO)c1ccccc1. Yields the product CCCCCCCCC=CCCCCCCCCCCCC(=O)OCC=CCOC(=O)c1ccccc1. As a reaction SMILES: [C:15]([CH2:16][CH2:17][CH2:18][CH2:19][CH2:20][CH2:21][CH2:22][CH2:23][CH2:24][CH2:25][CH2:26][CH:27]=[CH:28][CH2:29][CH2:30][CH2:31][CH2:32][CH2:33][CH2:34][CH2:35][CH3:36])(=[O:37])[Cl:38].[C:1]([c:2]1[cH:3][cH:4][cH:5][cH:6][cH:7]1)(=[O:8])[O:9][CH2:10][CH:11]=[CH:12][CH2:13][OH:14]>>[C:1]([c:2]1[cH:3][cH:4][cH:5][cH:6][cH:7]1)(=[O:8])[O:9][CH2:10][CH:11]=[CH:12][CH2:13][O:14][C:15]([CH2:16][CH2:17][CH2:18][CH2:19][CH2:20][CH2:21][CH2:22][CH2:23][CH2:24][CH2:25][CH2:26][CH:27]=[CH:28][CH2:29][CH2:30][CH2:31][CH2:32][CH2:33][CH2:34][CH2:35][CH3:36])=[O:37]. RXN SMILES: [NH2:1][C:2]1[C:7]([CH3:8])=[C:6]([CH3:9])[CH:5]=[CH:4][N:3]=1.C[O:11][C:12]([CH:14]1[C:18](=O)[CH2:17][CH2:16][CH2:15]1)=O>COCCO>[CH3:8][C:7]1[C:2]2=[N:1][C:15]3[CH2:16][CH2:17][CH2:18][C:14]=3[C:12](=[O:11])[N:3]2[CH:4]=[CH:5][C:6]=1[CH3:9]. Procedure details: A solution of 24.4 g. of 2-amino-3,4-dimethylpyridine, 62.4 g. of methyl cyclopentanone-2-carboxylate and 250 ml of ethylene glycol monomethyl ether is stirred and heated under reflux for 40 hours. Workup as in Example 3 gives 28.3 g. of the named product as colorless plates after recrystallization from cyclohexane. Starting materials: NC1=NC=CC(=C1C)C (2-amino-3,4-dimethylpyridine), COC(=O)C1CCCC1=O (methyl cyclopentanone-2-carboxylate). Yields the product CC1=C(C=CN2C1=NC1=C(C2=O)CCC1)C (2,3-Dihydro-5,6-dimethylcyclopenta[d]pyrido[1,2-a]pyrimidin-10(1H)-one). Run in COCCO (ethylene glycol monomethyl ether). Starting materials: C(C)OC(CC=1C=C(C(=CC1)OC)C1=C(C=CC(=C1)C(F)(F)F)CNCC)=O ((2′-ethylaminomethyl-6-methoxy-5′-trifluoromethyl-biphenyl-3-yl)-acetic acid ethyl ester), ClC(=O)OCC1=CC=C(C=C1)F (4-fluorobenzyl chloroformate). Yields the product C(C)OC(CC=1C=C(C(=CC1)OC)C1=C(C=CC(=C1)C(F)(F)F)CN(C(=O)OCC1=CC=C(C=C1)F)CC)=O ((2′-{[Ethyl-(4-fluoro-benzyloxycarbonyl)-amino]-methyl}-6-methoxy-5′-trifluoromethyl-biphenyl-3-yl)-acetic acid ethyl ester). As a reaction SMILES: [CH2:1]([O:3][C:4](=[O:28])[CH2:5][C:6]1[CH:7]=[C:8]([C:14]2[CH:19]=[C:18]([C:20]([F:23])([F:22])[F:21])[CH:17]=[CH:16][C:15]=2[CH2:24][NH:25][CH2:26][CH3:27])[C:9]([O:12][CH3:13])=[CH:10][CH:11]=1)[CH3:2].Cl[C:30]([O:32][CH2:33][C:34]1[CH:39]=[CH:38][C:37]([F:40])=[CH:36][CH:35]=1)=[O:31]>>[CH2:1]([O:3][C:4](=[O:28])[CH2:5][C:6]1[CH:7]=[C:8]([C:14]2[CH:19]=[C:18]([C:20]([F:23])([F:21])[F:22])[CH:17]=[CH:16][C:15]=2[CH2:24][N:25]([CH2:26][CH3:27])[C:30]([O:32][CH2:33][C:34]2[CH:39]=[CH:38][C:37]([F:40])=[CH:36][CH:35]=2)=[O:31])[C:9]([O:12][CH3:13])=[CH:10][CH:11]=1)[CH3:2]. Reported procedure: Prepared according to the procedure described in Example 1, Step 6, using the following starting materials: (2′-ethylaminomethyl-6-methoxy-5′-trifluoromethyl-biphenyl-3-yl)-acetic acid ethyl ester and 4-fluorobenzyl chloroformate.